This data is from the Open Reaction Database (ORD), a public repository of structured organic reaction records. The task is: describe an organic reaction: reactants, conditions, products, and yield Starting materials: C1(=CC=CC=C1)P(C1=CC=CC=C1)C1=CC=CC=C1 (triphenylphosphine), C(Br)(Br)(Br)Br (carbontetrabromide), FC(CCC=O)(F)F (4,4,4-trifluoro-1-butanal). Solvent: CCCCCC (hexane), O (water), ClCCl (dichloromethane). Product: BrC(=CCCC(F)(F)F)Br (1,1-Dibromo-5,5,5-trifluoro-1-pentene). Reaction SMILES: C1(P(C2C=CC=CC=2)C2C=CC=CC=2)C=CC=CC=1.[C:20]([Br:24])(Br)(Br)[Br:21].[F:25][C:26]([F:32])([F:31])[CH2:27][CH2:28][CH:29]=O>ClCCl.CCCCCC.O>[Br:21][C:20]([Br:24])=[CH:29][CH2:28][CH2:27][C:26]([F:32])([F:31])[F:25]. Procedure details: To a −78° C. solution of oxalyl chloride (4.13 mL, 47.4 mmol) in 60 mL of dichloromethane was added dimethylsulfoxide (4.76 mL, 67.1 mmol). After 10 minutes, 4,4,4-trifluorobutanol was added dropwise (5.059 g, 39.49 mmol), followed by dropwise addition of triethylamine (11.01 mL, 78.9 mmol). The solution was alowed to warm to room temperature over 30 minutes, and was quenched by the addition of saturated NH4Cl solution. The organic layer was separated and washed with brine to provide a solution ... Reactants: N (NH3), COC1=CC=C(C=C1)C=1N=CN(C1C1=CC2=C(N=CN=C2S(=O)(=O)C)S1)C (6-[4-(4-methoxyphenyl)-1-methyl-1H-imidazol-5-yl]-4-(methylsulfonyl)thieno[2,3-d]pyrimidine), C(Cl)Cl (DCM), COC1=CC=C(C=C1)C=1N=CN(C1C1=CC2=C(N=CN=C2S(=O)(=O)C)S1)C (6-[4-(4-methoxyphenyl)-1-methyl-1H-imidazol-5-yl]-4-(methylsulfonyl)thieno[2,3-d]pyrimidine), CC1(CC=CC=C1)N1C=NC=C1C1=CC2=C(N=CN=C2S(=O)(=O)C)S1 (6-(1-Methylphenyl-1H-imidazol-5-yl)-4-(methylsulfonyl)thieno[2,3-d]pyrimidine), solid. Run in CO (MeOH). Yields the product COC1=CC=C(C=C1)C=1N=CN(C1C1=CC2=C(N=CN=C2N)S1)C (6-[4-(4-Methoxyphenyl)-1-methyl-1H-imidazol-5-yl]thieno[2,3-d]pyrimidin-4-amine). As a reaction SMILES: [CH3:1][O:2][C:3]1[CH:8]=[CH:7][C:6]([C:9]2[N:10]=[CH:11][N:12]([CH3:27])[C:13]=2[C:14]2[S:26][C:17]3[N:18]=[CH:19][N:20]=[C:21](S(C)(=O)=O)[C:16]=3[CH:15]=2)=[CH:5][CH:4]=1.CC1([N:35]2C(C3SC4N=CN=C(S(C)(=O)=O)C=4C=3)=CN=C2)C=CC=CC1.C(Cl)Cl.N>CO>[CH3:1][O:2][C:3]1[CH:8]=[CH:7][C:6]([C:9]2[N:10]=[CH:11][N:12]([CH3:27])[C:13]=2[C:14]2[S:26][C:17]3[N:18]=[CH:19][N:20]=[C:21]([NH2:35])[C:16]=3[CH:15]=2)=[CH:5][CH:4]=1. Reported procedure: The title compound was prepared by a similar process to that described for Example 8 but using 6-[4-(4-methoxyphenyl)-1-methyl-1H-imidazol-5-yl]-4-(methylsulfonyl)thieno[2,3-d]pyrimidine (intermediate 106) in place of 6-(1-methyl-4-phenyl-1H-imidazol-5-yl)-4-(methylsulfonyl)thieno[2,3-d]pyrimidine (Intermediate 17) followed by flash chromatography on silica eluting with DCM:MeOH (0-10%) then 1% NH3. Tan solid (0.91 g, 36%);